From a dataset of the Open Reaction Database (ORD), a public repository of structured organic reaction records. describe an organic reaction: reactants, conditions, products, and yield Starting materials: c1cc(OCC2CO2)c2cc[nH]c2c1, OC1(c2ccc3cc(OCc4ccccc4)ccc3c2)CCNCC1. The product is OC(COc1cccc2[nH]ccc12)CN1CCC(O)(c2ccc3cc(OCc4ccccc4)ccc3c2)CC1. As a reaction SMILES: [O:1]1[CH:2]([CH2:4][O:5][c:6]2[c:7]3[cH:8][cH:9][nH:10][c:11]3[cH:12][cH:13][cH:14]2)[CH2:3]1.[OH:15][C:16]1([c:22]2[cH:23][c:24]3[cH:25][cH:26][c:27]([O:32][CH2:33][c:34]4[cH:35][cH:36][cH:37][cH:38][cH:39]4)[cH:28][c:29]3[cH:30][cH:31]2)[CH2:17][CH2:18][NH:19][CH2:20][CH2:21]1>>[OH:1][CH:2]([CH2:3][N:19]1[CH2:18][CH2:17][C:16]([OH:15])([c:22]2[cH:23][c:24]3[cH:25][cH:26][c:27]([O:32][CH2:33][c:34]4[cH:35][cH:36][cH:37][cH:38][cH:39]4)[cH:28][c:29]3[cH:30][cH:31]2)[CH2:21][CH2:20]1)[CH2:4][O:5][c:6]1[c:7]2[cH:8][cH:9][nH:10][c:11]2[cH:12][cH:13][cH:14]1.